This data is from the Open Reaction Database (ORD), a public repository of structured organic reaction records. The task is: describe an organic reaction: reactants, conditions, products, and yield Reactants: C(C=C)Br (allyl bromide), C1COCCOCCOCCOCCOCCO1 (18-crown-6), CC(C)([O-])C.[K+] (potassium tert-butoxide), N1C=CC2=CC=CC=C12 (indole). Run in CCOCC (ether), CCOCC (ether), O (Water). Conditions: time 3 hour. The product is C(C=C)N1C=CC2=CC=CC=C12 (1-allylindole). Isolated yield 73.8%. Reaction SMILES: C1OCCOCCOCCOCCOCCOC1.[CH3:19][C:20](C)([O-])[CH3:21].[K+].[NH:25]1[C:33]2[C:28](=[CH:29][CH:30]=[CH:31][CH:32]=2)[CH:27]=[CH:26]1.C(Br)C=C>CCOCC.O>[CH2:21]([N:25]1[C:33]2[C:28](=[CH:29][CH:30]=[CH:31][CH:32]=2)[CH:27]=[CH:26]1)[CH:20]=[CH2:19] |f:1.2|. Procedure: To a solution of 2.39 g (9.04 mmoles) of 18-crown-6 in 250 ml of dry ether was added 13.1 g (116.7 mmoles) of potassium tert-butoxide. The mixture was stirred while 11.72 g (100 mmoles) indole was added. The stirring was continued for 3 hours. All of the solid did not dissolve. Then 14.1 g (116.5 mmoles) of allyl bromide in 100 ml of ether was added during 0.5 hour. The stirring was continued for 67.5 hours. Water (200 ml) was added. The layers were separated. The aqueous layer was extracted wit... Reactants: [BH4-], CCCCCCCNC(=O)C1(c2ccc(CO)cc2)CC1, Cl, [Na+], C1CCOC1. As a reaction SMILES: [BH4-:22].[CH2:1]([CH2:2][CH2:3][CH2:4][CH2:5][CH2:6][CH3:7])[NH:8][C:9](=[O:10])[C:11]1([c:14]2[cH:15][cH:16][c:17]([CH2:20][OH:21])[cH:18][cH:19]2)[CH2:12][CH2:13]1.[ClH:24].[Na+:23].[O:25]1[CH2:26][CH2:27][CH2:28][CH2:29]1>>[CH2:1]([CH2:2][CH2:3][CH2:4][CH2:5][CH2:6][CH3:7])[NH:8][CH2:9][C:11]1([c:14]2[cH:15][cH:16][c:17]([CH2:20][OH:21])[cH:18][cH:19]2)[CH2:12][CH2:13]1. The product is CCCCCCCNCC1(c2ccc(CO)cc2)CC1. Starting materials: C(C)OC(=O)C=1C(=C2C(=NC1)N(N=C2C)CC)Cl (4-chloro-1-ethyl-3-methyl-1H-pyrazolo[3,4-b]-pyridine-5-carboxylic acid ethyl ester), Cl (hydrochloric acid), ice water, O1CCCC1 (tetrahydrofuran), [H-].[Al+3].[Li+].[H-].[H-].[H-] (lithium aluminum hydride). Solvent: O (water). Reaction conditions: time 2 hour. The product is ClC1=C2C(=NC=C1CO)N(N=C2C)CC (4-chloro-1-ethyl-3-methyl-1H-pyrazolo[3,4-b]pyridine5-methanol). As a reaction SMILES: C([O:3][C:4]([C:6]1[C:7]([Cl:18])=[C:8]2[C:14]([CH3:15])=[N:13][N:12]([CH2:16][CH3:17])[C:9]2=[N:10][CH:11]=1)=O)C.O1CCCC1.[H-].[Al+3].[Li+].[H-].[H-].[H-].Cl>O>[Cl:18][C:7]1[C:6]([CH2:4][OH:3])=[CH:11][N:10]=[C:9]2[N:12]([CH2:16][CH3:17])[N:13]=[C:14]([CH3:15])[C:8]=12 |f:2.3.4.5.6.7|. Procedure details: 63 g. of 4-chloro-1-ethyl-3-methyl-1H-pyrazolo[3,4-b]-pyridine-5-carboxylic acid ethyl ester (0.235 mol.) are dissolved in 360 ml. of anhydrous tetrahydrofuran. Nitrogen is passed through the flask and while stirring and cooling with tap water, 5.2 g. of lithium aluminum hydride is added a bit at a time so that the reaction temperature does not exceed 25°. Stirring is continued for 2 hours at room temperature. Without further stirring, the reaction mixture is allowed to stand overnight. Then 300... Reactants: C=NO, C=NO, CC(=O)[O-], Nc1ccc(Cl)c(C(F)(F)F)c1, Cl, Cl, O=N[O-], Nc1ccccc1, [Na+], [Na+], [Na+], [Na+], O=S(=O)([O-])[O-], O, O=S([O-])[O-]. Yields the product O=Cc1ccc(Cl)c(C(F)(F)F)c1. Reaction SMILES: [CH2:23]=[N:24][OH:25].[CH2:27]=[N:28][OH:29].[CH3:19][C:20]([O-:21])=[O:22].[Cl:1][c:2]1[c:3]([C:9]([F:10])([F:11])[F:12])[cH:4][c:5]([NH2:6])[cH:7][cH:8]1.[ClH:13].[ClH:26].[N:14]([O-:15])=[O:16].[NH2:41][c:42]1[cH:43][cH:44][cH:45][cH:46][cH:47]1.[Na+:17].[Na+:18].[Na+:39].[Na+:40].[O-:30][S:31](=[O:32])(=[O:33])[O-:34].[OH2:48].[S:35]([O-:36])([O-:37])=[O:38]>>[Cl:1][c:2]1[c:3]([C:9]([F:10])([F:11])[F:12])[cH:4][c:5]([CH:20]=[O:21])[cH:7][cH:8]1. Reactants: BrC=1C=C(C(=NC1)N1CC(OCC1)(C)C)N (5-Bromo-2-(2,2-dimethylmorpholino)pyridin-3-amine), ClC1=C(C(=NC2=CC(=CC(=C12)F)F)C1=NC=CC=C1)C (4-chloro-5,7-difluoro-3-methyl-2-(pyridin-2-yl)quinoline), Cl (hydrochloric acid), O1CCOCC1 (1,4-dioxane). The solvent is CN1CCCC1=O (NMP), CCOC(=O)C (EtOAc). Run at time 2 hour. The product is BrC=1C=C(C(=NC1)N1CC(OCC1)(C)C)NC1=C(C(=NC2=CC(=CC(=C12)F)F)C1=NC=CC=C1)C (N-(5-bromo-2-(2,2-dimethylmorpholino)pyridin-3-yl)-5,7-difluoro-3-methyl-2-(pyridin-2-yl)quinolin-4-amine). RXN SMILES: [Br:1][C:2]1[CH:3]=[C:4]([NH2:16])[C:5]([N:8]2[CH2:13][CH2:12][O:11][C:10]([CH3:15])([CH3:14])[CH2:9]2)=[N:6][CH:7]=1.Cl[C:18]1[C:27]2[C:22](=[CH:23][C:24]([F:29])=[CH:25][C:26]=2[F:28])[N:21]=[C:20]([C:30]2[CH:35]=[CH:34][CH:33]=[CH:32][N:31]=2)[C:19]=1[CH3:36].Cl.O1CCOCC1>CN1C(=O)CCC1.CCOC(C)=O>[Br:1][C:2]1[CH:3]=[C:4]([NH:16][C:18]2[C:27]3[C:22](=[CH:23][C:24]([F:29])=[CH:25][C:26]=3[F:28])[N:21]=[C:20]([C:30]3[CH:35]=[CH:34][CH:33]=[CH:32][N:31]=3)[C:19]=2[CH3:36])[C:5]([N:8]2[CH2:13][CH2:12][O:11][C:10]([CH3:14])([CH3:15])[CH2:9]2)=[N:6][CH:7]=1. Reported procedure: 5-Bromo-2-(2,2-dimethylmorpholino)pyridin-3-amine (0.087 g, 0.31 mmol), 4-chloro-5,7-difluoro-3-methyl-2-(pyridin-2-yl)quinoline (0.071 g, 0.25 mmol), and hydrochloric acid, 4.0M in 1,4-dioxane (0.07 mL, 0.28 mmol) were stirred in NMP (0.5 mL) then microwaved at 150° C. After 2 h, the reaction was diluted with EtOAc and washed once with satd aq. sodium bicarbonate and once with brine. After drying over anhydrous sodium sulfate, filtration, and concentration, the brown residue was purified with s... Conditions: temperature 100 celsius, time 2 hour. The product is OCCCC(=O)NCCCCCCCCC=CCCCCCCCC (4-HYDROXY-N-(9-OCTADECENYL)BUTYRAMIDE). Reactants: C(CCCCCCC\C=C/CCCCCCCC)N (Oleylamine), C1(CCCO1)=O (butyrolactone), C(CCCCCCC\C=C/CCCCCCCC)N (oleylamine), C1(CCCO1)=O (butyrolactone). Solvent: alcohols. Reaction SMILES: [CH2:1]([NH2:19])[CH2:2][CH2:3][CH2:4][CH2:5][CH2:6][CH2:7][CH2:8]/[CH:9]=[CH:10]\[CH2:11][CH2:12][CH2:13][CH2:14][CH2:15][CH2:16][CH2:17][CH3:18].[C:20]1(=[O:25])[O:24][CH2:23][CH2:22][CH2:21]1>>[OH:25][CH2:20][CH2:21][CH2:22][C:23]([NH:19][CH2:1][CH2:2][CH2:3][CH2:4][CH2:5][CH2:6][CH2:7][CH2:8][CH:9]=[CH:10][CH2:11][CH2:12][CH2:13][CH2:14][CH2:15][CH2:16][CH2:17][CH3:18])=[O:24]. Procedure: Oleylamine derived from fat was titrated and found to have an equivalent weight of 266.9 grams (theory=267.5 grams.). In a glass reaction vessel, 266.9 grams of the oleylamine were admixed with 86.1 grams of butyrolactone and the mixture heated to 100° C. on a steam bath until reaction was completed in a period of 2 hours. Greater than 95% conversion of the butyrolactone was achieved. The product upon cooling to room temperature produced a slightly off-white, hard, waxy solid which was found to ...